Dataset: the Open Reaction Database (ORD), a public repository of structured organic reaction records. Task: describe an organic reaction: reactants, conditions, products, and yield Starting materials: C(=C)ON=C(C(=O)OCC)C1(C)OCCO1 (ethyl 2-vinyloxyimino-3,3-ethylenedioxybutyrate), C(Cl)(Cl)Cl (chloroform), [OH-].[Na+] (sodium hydroxide), ice water. The reagents and catalysts are [Cl-].C(C1=CC=CC=C1)[N+](CC)(CC)CC (benzyl-triethylammonium chloride). Solvent: C(C)O (ethanol). Conditions: time 30 minute. Product: ClC1(C(C1)ON=C(C(=O)OCC)C1(C)OCCO1)Cl (ethyl 2-(2,2-dichlorocyclopropyloxyimino)-3,3-ethylenedioxybutyrate). As a reaction SMILES: [CH:1]([O:3][N:4]=[C:5]([C:11]1([O:16][CH2:15][CH2:14][O:13]1)[CH3:12])[C:6]([O:8][CH2:9][CH3:10])=[O:7])=[CH2:2].[OH-].[Na+].[CH:19]([Cl:22])(Cl)[Cl:20]>[Cl-].C([N+](CC)(CC)CC)C1C=CC=CC=1.C(O)C>[Cl:20][C:19]1([Cl:22])[CH2:2][CH:1]1[O:3][N:4]=[C:5]([C:11]1([O:13][CH2:14][CH2:15][O:16]1)[CH3:12])[C:6]([O:8][CH2:9][CH3:10])=[O:7] |f:1.2,4.5|. Reported procedure: To a solution of ethyl 2-vinyloxyimino-3,3-ethylenedioxybutyrate (syn isomer)(1.15 g) and benzyl-triethylammonium chloride (114 mg) in a mixture of chloroform (2.4 ml) and ethanol (0.05 ml) was added 50% sodium hydroxide (2.4 ml) under ice-cooling. The mixture was stirred at the same temperature for 30 minutes, allowed to be stirred at ambient temperature for 3 hours and finally stirred at 50° C. for an hour. The mixture was poured into ice-water and extracted with diethyl ether. The extract was... Reactants: COC1=NS(=O)(=O)N=C1OC, CN(C)Cc1ccc(CSCCN)o1, CO. Product: COC1=NS(=O)(=O)N=C1NCCSCc1ccc(CN(C)C)o1. RXN SMILES: [CH3:15][O:16][C:17]1=[N:18][S:19](=[O:24])(=[O:25])[N:20]=[C:21]1[O:22][CH3:23].[CH3:1][N:2]([CH3:3])[CH2:4][c:5]1[cH:6][cH:7][c:8]([CH2:10][S:11][CH2:12][CH2:13][NH2:14])[o:9]1.[CH3:26][OH:27]>>[CH3:1][N:2]([CH3:3])[CH2:4][c:5]1[cH:6][cH:7][c:8]([CH2:10][S:11][CH2:12][CH2:13][NH:14][C:21]2=[N:20][S:19](=[O:24])(=[O:25])[N:18]=[C:17]2[O:16][CH3:15])[o:9]1. The reactants are C(c1c[nH]nc1c1cccs1)=O, CC1=CN=C(C=C1)N, [C-]#[N+]C1CCCCC1. The reagents and catalysts are O=C(O)C(F)(F)F (trifluoroacetic acid). Run in CC(C)O (isopropyl alcohol), CC(C)O (isopropylalcohol). Reaction conditions: temperature 22 celsius, time 20 hour. The product is Cc1ccc2nc(c3c[nH]nc3c3cccs3)c(NC3CCCCC3)n2c1. Yield: 33.8%. Reaction SMILES: CC1=CC=C(N)N=C1.[C-]#[N+]C1CCCCC1.O=CC1=CNN=C1C1=CC=CS1>>CC1=CN2C(C=C1)=NC(C1=CNN=C1C1=CC=CS1)=C2NC1CCCCC1.